From a dataset of the Open Reaction Database (ORD), a public repository of structured organic reaction records. describe an organic reaction: reactants, conditions, products, and yield The reactants are CN (methylamine), C(#N)NC(SC)=NCCSCC1=C(N=CN1)C (N-cyano-N'-[2-((4-methyl-5-imidazolyl)methylthio)ethyl]-S-methylisothiourea). Solvent: C(C)O (ethanol), C(C)O (ethanol). Reaction conditions: time 2.5 hour. The product is C(#N)NC(=NCCSCC1=C(N=CN1)C)NC (N-cyano-N'-methyl-N"-[2-((4-methyl-5-imidazolyl)methylthio)ethyl]guanidine). Reaction SMILES: [CH3:1][NH2:2].[C:3]([NH:5][C:6](=[N:9][CH2:10][CH2:11][S:12][CH2:13][C:14]1[NH:18][CH:17]=[N:16][C:15]=1[CH3:19])SC)#[N:4]>C(O)C>[C:3]([NH:5][C:6]([NH:2][CH3:1])=[N:9][CH2:10][CH2:11][S:12][CH2:13][C:14]1[NH:18][CH:17]=[N:16][C:15]=1[CH3:19])#[N:4]. Procedure: A solution of methylamine in ethanol (33%, 75 ml.) was added to a solution of N-cyano-N'-[2-((4-methyl-5-imidazolyl)methylthio)ethyl]-S-methylisothiourea (10.1 g.) in ethanol (30 ml.). The reaction mixture was set aside at room temperature for 2.5 hours. Following concentration under reduced pressure, the residue was recrystallised twice from isopropyl alcohol/petroleum ether, affording N-cyano-N'-methyl-N"-[2-((4-methyl-5-imidazolyl)methylthio)ethyl]guanidine (8.6 g.), m.p. 141°-143°. (Found: C... Starting materials: CC1=C(CCl)C=C(C=C1)C (2,5-dimethylbenzyl chloride), C=1(O)C(O)=CC=CC1 (catechol), [OH-].[K+] (KOH). Solvent: C(C)O (ethanol), C(C)O (ethanol). The product is CC1=C(C=C(C=C1)C)COC1=C(C=CC=C1)O (2-(2,5-dimethylphenylmethoxy)phenol). RXN SMILES: [CH3:1][C:2]1[CH:9]=[CH:8][C:7]([CH3:10])=[CH:6][C:3]=1[CH2:4]Cl.[C:11]1([C:13](=[CH:15][CH:16]=[CH:17][CH:18]=1)[OH:14])[OH:12].[OH-].[K+]>C(O)C>[CH3:1][C:2]1[CH:9]=[CH:8][C:7]([CH3:10])=[CH:6][C:3]=1[CH2:4][O:12][C:11]1[CH:18]=[CH:17][CH:16]=[CH:15][C:13]=1[OH:14] |f:2.3|. Procedure: For the synthesis of V, 15.00 g of 2,5-dimethylbenzyl chloride are added to 10.68 g of catechol dissolved in 10 ml of absolute ethanol under nitrogen. KOH, 5.44 g dissolved in 50 ml of ethanol, is added dropwise over 30 minutes with stirring. The solution is then refluxed under nitrogen for 2 hours. The solution is filtered to remove KCl. The solution is cooled over night and filtered to remove di-substituted product. Ethanol is removed by rotary evaporation, and the oil is dissolved in 50 ml of... Starting materials: ClC=1C=C(C=CC1Cl)CCCCO (4-(3,4-dichlorophenyl)butan-1-ol), [Cr](=O)(=O)([O-])Cl.[NH+]1=CC=CC=C1 (pyridinium chlorochromate). The solvent is C(Cl)Cl (DCM). Conditions: time 1 hour. Product: ClC=1C=C(C=CC1Cl)CCCC=O (4-(3,4-Dichlorophenyl)butanal). The yield is 66.2%. Reaction SMILES: [Cl:1][C:2]1[CH:3]=[C:4]([CH2:9][CH2:10][CH2:11][CH2:12][OH:13])[CH:5]=[CH:6][C:7]=1[Cl:8].[Cr](Cl)([O-])(=O)=O.[NH+]1C=CC=CC=1>C(Cl)Cl>[Cl:1][C:2]1[CH:3]=[C:4]([CH2:9][CH2:10][CH2:11][CH:12]=[O:13])[CH:5]=[CH:6][C:7]=1[Cl:8] |f:1.2|. Reported procedure: To a solution of Intermediate 20A (3.5 g, 16 mmol) in DCM (100 mL) was added silica gel (2.5 g) followed by pyridinium chlorochromate (4.13 g, 19.2 mmol). After stirring for 1 h, the reaction mixture was filtered and the filtrate was diluted with water and the layers were separated. The aqueous layer was further extracted with dichloromethane twice. The combined organic layers were washed with 1N HCl twice, water twice, brine twice, dried over MgSO4, filtered and concentrated. The residue was pu... Reactants: CC(C)=O, CSC(=N)N, O=C(Br)C(Br)c1c(Cl)cccc1Cl. Yields the product CSC(=N)NC(=O)C(Br)c1c(Cl)cccc1Cl. As a reaction SMILES: [CH3:19][C:20](=[O:21])[CH3:22].[CH3:1][S:2][C:3]([NH2:4])=[NH:5].[Cl:6][c:7]1[c:8]([CH:14]([C:15](=[O:16])[Br:17])[Br:18])[c:9]([Cl:13])[cH:10][cH:11][cH:12]1>>[CH3:1][S:2][C:3](=[NH:4])[NH:5][C:15]([CH:14]([c:8]1[c:7]([Cl:6])[cH:12][cH:11][cH:10][c:9]1[Cl:13])[Br:18])=[O:16]. Reactants: CN([C@H]1C[C@H](C2=C(CC1)C=CC=C2)OC2=CC=C(C=C2)[N+](=O)[O-])C (cis N,N-dimethyl-5-[4-nitrophenoxy]-6,7,8,9-tetrahydro-benzocycloheptene-7-amine). The reagents and catalysts are [Pt](=O)=O (platinum dioxide). The solvent is C(C)O (ethanol), [H][H] (hydrogen). Reaction conditions: time 30 minute. Product: CN([C@H]1C[C@H](C2=C(CC1)C=CC=C2)OC2=CC=C(C=C2)N)C (cis N,N-dimethyl-5-[4-aminophenoxy]-6,7,8,9-tetrahydro-5H-benzocycloheptene-7-amine). The yield is 107.1%. RXN SMILES: [CH3:1][N:2]([CH3:24])[C@@H:3]1[CH2:9][CH2:8][C:7]2[CH:10]=[CH:11][CH:12]=[CH:13][C:6]=2[C@H:5]([O:14][C:15]2[CH:20]=[CH:19][C:18]([N+:21]([O-])=O)=[CH:17][CH:16]=2)[CH2:4]1>C(O)C.[H][H].[Pt](=O)=O>[CH3:1][N:2]([CH3:24])[C@@H:3]1[CH2:9][CH2:8][C:7]2[CH:10]=[CH:11][CH:12]=[CH:13][C:6]=2[C@H:5]([O:14][C:15]2[CH:16]=[CH:17][C:18]([NH2:21])=[CH:19][CH:20]=2)[CH2:4]1. Procedure: 370 mg of platinum dioxide were added to a solution of 3.7 g of cis N,N-dimethyl-5-[4-nitrophenoxy]-6,7,8,9-tetrahydro-benzocycloheptene-7-amine in 200 ml of ethanol and one liter of hydrogen was bubbled therethrough for 30 minutes with stirring. The mixture was filtered and the filtrate was evaporated to dryness under reduced pressure to obtain 3.6 g of cis N,N-dimethyl-5-[4-aminophenoxy]-6,7,8,9-tetrahydro-5H-benzocycloheptene-7-amine in the form of an orange oil. The said oil was dissolved in... Yields the product Fc1ccc(CCBr)cc1. Reaction SMILES: [Br:20][N:21]1[C:22](=[O:23])[CH2:24][CH2:25][C:26]1=[O:27].[CH2:38]([Cl:39])[Cl:40].[F:28][c:29]1[cH:30][cH:31][c:32]([CH2:33][CH2:34][OH:35])[cH:36][cH:37]1.[c:1]1([P:2]([c:3]2[cH:4][cH:5][cH:6][cH:7][cH:8]2)[c:9]2[cH:10][cH:11][cH:12][cH:13][cH:14]2)[cH:15][cH:16][cH:17][cH:18][cH:19]1>>[Br:20][CH2:34][CH2:33][c:32]1[cH:31][cH:30][c:29]([F:28])[cH:37][cH:36]1. The reactants are O=C1CCC(=O)N1Br, ClCCl, OCCc1ccc(F)cc1, c1ccc(P(c2ccccc2)c2ccccc2)cc1. Starting materials: FC1=CC=C(C=C1)CCCN1CC2C(CCCC2CC1)N ((4aSR,8SR,8aRS)-2-[3-(4-fluorophenyl)propyl]decahydroisoquinolin-8-amine), C(C)(=O)C=1C=C(C=CC1)N=C=O (3-acetylphenylisocyanate), CO (methanol). Solvent: O1CCCC1 (tetrahydrofuran). Conditions: time 30 minute. The product is C(C)(=O)C=1C=C(C=CC1)NC(=O)NC1CCCC2CCN(CC12)CCCC1=CC=C(C=C1)F (N-(3-acetylphenyl)-N′-{(4aSR,8SR,8aRS)-2-[3-(4-fluorophenyl)propyl]-decahydroisoquinolin-8-yl}urea). Isolated yield 50.5%. RXN SMILES: [F:1][C:2]1[CH:7]=[CH:6][C:5]([CH2:8][CH2:9][CH2:10][N:11]2[CH2:20][CH2:19][CH:18]3[CH:13]([CH:14]([NH2:21])[CH2:15][CH2:16][CH2:17]3)[CH2:12]2)=[CH:4][CH:3]=1.[C:22]([C:25]1[CH:26]=[C:27]([N:31]=[C:32]=[O:33])[CH:28]=[CH:29][CH:30]=1)(=[O:24])[CH3:23].CO>O1CCCC1>[C:22]([C:25]1[CH:26]=[C:27]([NH:31][C:32]([NH:21][CH:14]2[CH:13]3[CH:18]([CH2:19][CH2:20][N:11]([CH2:10][CH2:9][CH2:8][C:5]4[CH:4]=[CH:3][C:2]([F:1])=[CH:7][CH:6]=4)[CH2:12]3)[CH2:17][CH2:16][CH2:15]2)=[O:33])[CH:28]=[CH:29][CH:30]=1)(=[O:24])[CH3:23]. Reported procedure: A solution of (4aSR,8SR,8aRS)-2-[3-(4-fluorophenyl)propyl]decahydroisoquinolin-8-amine (15 mg, 50 μmol) in tetrahydrofuran (1 mL) was treated with 3-acetylphenylisocyanate (8.3 mg, 50 mmol). The mixture was stirred for 30 minutes, then treated with methanol (0.5 mL). The mixture was concentrated under vacuum to provide a residue. The residue was purified by flash column chromatography, eluting with 5% triethylamine/ethyl acetate, to provide a white solid (11.4 mg, 49%). 1H NMR (300 MHz, CDCl3) δ... The reactants are COC=C (vinyl methyl ether), COC(=CC(F)(F)F)CC(F)(F)F (3-methoxy-1,1,1,5,5,5-hexafluoropent-2-ene), OS(=O)(=O)O (H2SO4). Run in O (water). Reaction conditions: time 10 minute. Product: FC(CC(CC(F)(F)F)=O)(F)F (1,1,1,5,5,5-hexafluoropentan-3-one). The yield is 77.3%. RXN SMILES: COC=C.C[O:6][C:7]([CH2:13][C:14]([F:17])([F:16])[F:15])=[CH:8][C:9]([F:12])([F:11])[F:10].OS(O)(=O)=O>O>[F:10][C:9]([F:11])([F:12])[CH2:8][C:7](=[O:6])[CH2:13][C:14]([F:16])([F:17])[F:15]. Procedure: The vinyl methyl ether, 3-methoxy-1,1,1,5,5,5-hexafluoropent-2-ene, (21.3 g, 102 mmol) was added to 20 mL (36 g) concentrated H2SO4 at 15-20° C. over 15 min Stirring was continued for 10 min. and the reaction mixture poured into 100 mL cold water. The product was extracted with 2×40 mL ether. The combined extracts were washed with brine, dried (Na2SO4) and distilled to give 15.3 g (77% yield) of 1,1,1,5,5,5-hexafluoropentan-3-one, bp 122-123° C. Reactants: CC(=O)O, [N-]=[N+]=NCCCC1C(=O)NC1C(=O)O, CN(C)C=O. Product: NCCCC1C(=O)NC1C(=O)O. RXN SMILES: [CH3:20][C:21](=[O:22])[OH:23].[N:1](=[N+:2]=[N-:3])[CH2:4][CH2:5][CH2:6][CH:7]1[CH:8]([C:12](=[O:13])[OH:14])[NH:9][C:10]1=[O:11].[O:15]=[CH:16][N:17]([CH3:18])[CH3:19]>>[NH2:1][CH2:4][CH2:5][CH2:6][CH:7]1[CH:8]([C:12](=[O:13])[OH:14])[NH:9][C:10]1=[O:11]. Procedure: Following the general procedure, column chromatography (EtOAc/nhexane 1:3) afforded 9e (145 mg, 84 %) as a colorless viscous oil. Starting materials: N=1C=CC=C(C1C=2C=CC=C3C=CC=CC32)C. The solvent is O1CCCC1. Reaction conditions: temperature 50 celsius, time 7 hour. The reagents and catalysts are N=1C=CC=CC1C=NN(CC=2C=CC=CC2)CC=3C=CC=CC3, O1BOC(C)(C)C1(C)C, O1B(OC(C)(C)C1(C)C)B2OC(C)(C)C(O2)(C)C, C[OH2+].C[OH2+].C1CC=CCCC=C1.C1CC=CCCC=C1.[Ir].[Ir]. The product is N=1C=CC=C(C1C=2C(=CC=C3C=CC=CC32)B4OC(C)(C)C(O4)(C)C)C. The yield is 84.0%.